From a dataset of the Open Reaction Database (ORD), a public repository of structured organic reaction records. describe an organic reaction: reactants, conditions, products, and yield Reactants: C1(=NC=CC2=CC=CC=C12)C#N (1-isoquinolinecarbonitrile). Reagents/catalysts: [Pd] (Pd). Solvent: C(C)(=O)O (acetic acid). Reaction conditions: time 16 hour. Product: NCC1=NC=CC2=CC=CC=C12 (1-(aminomethyl)isoquinoline). RXN SMILES: [C:1]1([C:11]#[N:12])[C:10]2[C:5](=[CH:6][CH:7]=[CH:8][CH:9]=2)[CH:4]=[CH:3][N:2]=1>C(O)(=O)C.[Pd]>[NH2:12][CH2:11][C:1]1[C:10]2[C:5](=[CH:6][CH:7]=[CH:8][CH:9]=2)[CH:4]=[CH:3][N:2]=1. Procedure: To a solution of 0.4999 g (3.24 mmol) 1-isoquinolinecarbonitrile (1) (Aldrich) in 15 mL glacial acetic acid was added 0.0564 g Pd (10% on C). After 16 h under H2 at atmospheric pressure, the reaction mixture was filtered over celite. The celite was washed with 75 mL EtOAc, and the filtrate was concentrated in vacuo. To this was added 100 mL n-heptane, and the mixture concentrated in vacuo. The above step was repeated three times to remove acetic acid. Purification by flash chromatography (40×220... The reactants are C(C)OC(CC1(CC1)C1=CC=C(C=C1)C1=CC=C(C=C1)B1OC(C(O1)(C)C)(C)C)=O ({1-[4′-(4,4,5,5-tetramethyl-[1,3,2]dioxaborolan-2-yl)-biphenyl-4-yl]-cyclopropyl}-acetic acid ethyl ester), BrC1=C(C=NC=C1)C(CCCC1=CC=CC=C1)O (1-(4-bromo-pyridin-3-yl)-4-phenyl-butan-1-ol). The product is C(C)OC(CC1(CC1)C1=CC=C(C=C1)C1=CC=C(C=C1)C1=C(C=NC=C1)C(CCCC1=CC=CC=C1)O)=O ((1-{4′-[3-(1-Hydroxy-4-phenyl-butyl)-pyridin-4-yl]-biphenyl-4-yl}-cyclopropyl)-acetic acid ethyl ester). Reaction SMILES: [CH2:1]([O:3][C:4](=[O:30])[CH2:5][C:6]1([C:9]2[CH:14]=[CH:13][C:12]([C:15]3[CH:20]=[CH:19][C:18](B4OC(C)(C)C(C)(C)O4)=[CH:17][CH:16]=3)=[CH:11][CH:10]=2)[CH2:8][CH2:7]1)[CH3:2].Br[C:32]1[CH:37]=[CH:36][N:35]=[CH:34][C:33]=1[CH:38]([OH:48])[CH2:39][CH2:40][CH2:41][C:42]1[CH:47]=[CH:46][CH:45]=[CH:44][CH:43]=1>>[CH2:1]([O:3][C:4](=[O:30])[CH2:5][C:6]1([C:9]2[CH:10]=[CH:11][C:12]([C:15]3[CH:20]=[CH:19][C:18]([C:32]4[CH:37]=[CH:36][N:35]=[CH:34][C:33]=4[CH:38]([OH:48])[CH2:39][CH2:40][CH2:41][C:42]4[CH:47]=[CH:46][CH:45]=[CH:44][CH:43]=4)=[CH:17][CH:16]=3)=[CH:13][CH:14]=2)[CH2:7][CH2:8]1)[CH3:2]. Reported procedure: Prepared according to the procedure described in Example 1, Step 2, using the following starting materials: {1-[4′-(4,4,5,5-tetramethyl-[1,3,2]dioxaborolan-2-yl)-biphenyl-4-yl]-cyclopropyl}-acetic acid ethyl ester and 1-(4-bromo-pyridin-3-yl)-4-phenyl-butan-1-ol. Reactants: CC(=O)N1CCC(N)CC1, CCN(C(C)C)C(C)C, ClCCl, Cl, O=S(=O)(Cl)c1ccc(F)cc1. The product is CC(=O)N1CCC(NS(=O)(=O)c2ccc(F)cc2)CC1. As a reaction SMILES: [C:2]([CH3:3])(=[O:4])[N:5]1[CH2:6][CH2:7][CH:8]([NH2:11])[CH2:9][CH2:10]1.[CH:12]([N:13]([CH:14]([CH3:15])[CH3:16])[CH2:17][CH3:18])([CH3:19])[CH3:20].[Cl:32][CH2:33][Cl:34].[ClH:1].[F:21][c:22]1[cH:23][cH:24][c:25]([S:28](=[O:29])(=[O:30])[Cl:31])[cH:26][cH:27]1>>[C:2]([CH3:3])(=[O:4])[N:5]1[CH2:6][CH2:7][CH:8]([NH:11][S:28]([c:25]2[cH:24][cH:23][c:22]([F:21])[cH:27][cH:26]2)(=[O:29])=[O:30])[CH2:9][CH2:10]1. The reactants are C=CCOC(=O)C(Cc1ccc(N(C(=O)C(=O)OC(C)(C)C)c2ccccc2C(=O)O)c(CC)c1)NC(C)=O, CC(C)=O, [N-]=[N+]=C(c1ccccc1)c1ccccc1. As a reaction SMILES: [C:1]([CH3:2])(=[O:3])[NH:4][CH:5]([CH2:6][c:7]1[cH:8][c:9]([CH2:32][CH3:33])[c:10]([N:11]([c:12]2[c:13]([C:14](=[O:15])[OH:16])[cH:17][cH:18][cH:19][cH:20]2)[C:21]([C:22](=[O:23])[O:24][C:25]([CH3:26])([CH3:27])[CH3:28])=[O:29])[cH:30][cH:31]1)[C:34](=[O:35])[O:36][CH2:37][CH:38]=[CH2:39].[CH3:55][C:56](=[O:57])[CH3:58].[c:40]1([C:46](=[N+:47]=[N-:48])[c:49]2[cH:50][cH:51][cH:52][cH:53][cH:54]2)[cH:41][cH:42][cH:43][cH:44][cH:45]1>>[C:1]([CH3:2])(=[O:3])[NH:4][CH:5]([CH2:6][c:7]1[cH:8][c:9]([CH2:32][CH3:33])[c:10]([N:11]([c:12]2[c:13]([C:14](=[O:15])[O:16][CH:46]([c:40]3[cH:41][cH:42][cH:43][cH:44][cH:45]3)[c:49]3[cH:50][cH:51][cH:52][cH:53][cH:54]3)[cH:17][cH:18][cH:19][cH:20]2)[C:21]([C:22](=[O:23])[O:24][C:25]([CH3:26])([CH3:27])[CH3:28])=[O:29])[cH:30][cH:31]1)[C:34](=[O:35])[O:36][CH2:37][CH:38]=[CH2:39]. Product: C=CCOC(=O)C(Cc1ccc(N(C(=O)C(=O)OC(C)(C)C)c2ccccc2C(=O)OC(c2ccccc2)c2ccccc2)c(CC)c1)NC(C)=O. Reactants: FCC(C(C(OC1=CC=C(C=C1)Cl)Br)=O)(C)CF (3,3-bis-fluoromethyl-1-bromo-1-(4-chlorophenoxy)-butan-2-one), N1N=NC=C1 (triazole), C(C)#N (acetonitrile). The solvent is C(Cl)Cl (methylene chloride). Conditions: temperature 50 celsius. Yields the product FCC(C(C(N1C=NN=C1)OC1=CC=C(C=C1)Cl)=O)(C)CF (3,3-bis-fluoromethyl-1-(4-chlorophenoxy)-1-(1,2,4-triazol-4-yl)-butan-2-one). RXN SMILES: [F:1][CH2:2][C:3]([CH2:17][F:18])([CH3:16])[C:4](=[O:15])[CH:5](Br)[O:6][C:7]1[CH:12]=[CH:11][C:10]([Cl:13])=[CH:9][CH:8]=1.N1C=[CH:22][N:21]=[N:20]1.[C:24](#[N:26])C>C(Cl)Cl>[F:1][CH2:2][C:3]([CH2:17][F:18])([CH3:16])[C:4](=[O:15])[CH:5]([O:6][C:7]1[CH:12]=[CH:11][C:10]([Cl:13])=[CH:9][CH:8]=1)[N:26]1[CH:22]=[N:21][N:20]=[CH:24]1. Reported procedure: 82 g (0.286 mol) of 3,3-bis-fluoromethyl-1-bromo-1-(4-chlorophenoxy)-butan-2-one and 41.5 g (0.588 mol) of triazole were introduced into 600 ml of acetonitrile, the mixture was heated at 50° C. for 5 hours, the solvent was driven off under a waterpump vacuum, the residue was taken up in one liter of methylene chloride, the methylene chloride mixture was washed twice with 1,000 ml of water each time, the organic phase was dried over sodium sulphate and the solvent was distilled off. The residue w... The reactants are BrCC(=O)[O-].[Na+] (sodium bromoacetate), OC(CCCCOC1OCCCC1)CCCC=1C=NC=CC1 (5-hydroxy-8-(3-pyridyl)-1-(2-tetrahydropyranyloxy)-octane), solution, CC(C)([O-])C.[K+] (potassium t-butoxide). Solvent: CCOCC (ether), O (water), CN(C=O)C (dimethylformamide), O1CCCC1 (tetrahydrofuran), CN(C=O)C (dimethylformamide). Reaction conditions: time 0.5 hour. Yields the product OCCCCC(OCC(=O)O)CCCC=1C=NC=CC1 (8-hydroxy-4-[3-(3-pyridyl)propyl]-3-oxa-octanoic acid). As a reaction SMILES: [OH:1][CH:2]([CH2:14][CH2:15][CH2:16][C:17]1[CH:18]=[N:19][CH:20]=[CH:21][CH:22]=1)[CH2:3][CH2:4][CH2:5][CH2:6][O:7]C1CCCCO1.CC(C)([O-])C.[K+].Br[CH2:30][C:31]([O-:33])=[O:32].[Na+]>CN(C)C=O.O1CCCC1.CCOCC.O>[OH:7][CH2:6][CH2:5][CH2:4][CH2:3][CH:2]([CH2:14][CH2:15][CH2:16][C:17]1[CH:18]=[N:19][CH:20]=[CH:21][CH:22]=1)[O:1][CH2:30][C:31]([OH:33])=[O:32] |f:1.2,3.4|. Procedure details: To a solution of 4.17 g (13.8 mmol) of 5-hydroxy-8-(3-pyridyl)-1-(2-tetrahydropyranyloxy)-octane (example 37) in 30 ml dry dimethylformamide is added 17 ml (27.6 mmol) of a 1.61M solution of potassium t-butoxide in tetrahydrofuran and the resulting red solution is stirred for 0.5 h. Then the mixture is cooled to 10° and 4.9 g (30.4 mmol) of sodium bromoacetate is added followed by 40 ml dry dimethylformamide, and the reaction mixture is stirred at room temperature for 18 h. The reaction mixture ... Yields the product C=COC(=O)OC1CCC(C(C)(C)C)CC1. Starting materials: CC(C)(C)C1CCC(O)CC1, ClC(Cl)Cl, C=COC(=O)Cl, c1ccncc1. Reaction SMILES: [C:1]([CH3:2])([CH3:3])([CH3:4])[CH:5]1[CH2:6][CH2:7][CH:8]([OH:11])[CH2:9][CH2:10]1.[CH:24]([Cl:25])([Cl:26])[Cl:27].[Cl:18][C:19](=[O:20])[O:21][CH:22]=[CH2:23].[cH:12]1[cH:13][cH:14][n:15][cH:16][cH:17]1>>[C:1]([CH3:2])([CH3:3])([CH3:4])[CH:5]1[CH2:6][CH2:7][CH:8]([O:11][C:19](=[O:20])[O:21][CH:22]=[CH2:23])[CH2:9][CH2:10]1. Reactants: O=C1N(CCC1)CC1=CC=C(C(=O)O)C=C1 (4-(2-oxopyrrolidin-1-ylmethyl)benzoic acid), C1(CC1)C=1C=C(C(=NC1)N1CCNCC1)C (1-(5-cyclopropyl-3-methylpyridin-2-yl)piperazine). Yields the product C1(CC1)C=1C=C(C(=NC1)N1CCN(CC1)C(=O)C1=CC=C(CN2C(CCC2)=O)C=C1)C (1-{4-[4-(5-cyclopropyl-3-methylpyridin-2-yl)piperazine-1-carbonyl]benzyl}pyrrolidin-2-one). The yield is 36.1%. Reaction SMILES: [O:1]=[C:2]1[CH2:6][CH2:5][CH2:4][N:3]1[CH2:7][C:8]1[CH:16]=[CH:15][C:11]([C:12]([OH:14])=O)=[CH:10][CH:9]=1.[CH:17]1([C:20]2[CH:21]=[C:22]([CH3:32])[C:23]([N:26]3[CH2:31][CH2:30][NH:29][CH2:28][CH2:27]3)=[N:24][CH:25]=2)[CH2:19][CH2:18]1>>[CH:17]1([C:20]2[CH:21]=[C:22]([CH3:32])[C:23]([N:26]3[CH2:27][CH2:28][N:29]([C:12]([C:11]4[CH:10]=[CH:9][C:8]([CH2:7][N:3]5[CH2:4][CH2:5][CH2:6][C:2]5=[O:1])=[CH:16][CH:15]=4)=[O:14])[CH2:30][CH2:31]3)=[N:24][CH:25]=2)[CH2:19][CH2:18]1. Procedure: Using 4-(2-oxopyrrolidin-1-ylmethyl)benzoic acid (132 mg) and 1-(5-cyclopropyl-3-methylpyridin-2-yl)piperazine (156 mg) described in Preparation Example 83 and by the reaction and treatment in the same manner as in Example 87, the title compound (91 mg) was obtained. The reactants are CC(=O)NC(C)Cc1ccc(C(C)=O)cc1, C1CCOC1, CCOC(=O)CP(=O)(OCC)OCC, [H-], [Na+]. Product: CCOC(=O)C=C(C)c1ccc(CC(C)NC(C)=O)cc1. Reaction SMILES: [C:17]([CH3:18])(=[O:19])[NH:20][CH:21]([CH2:22][c:23]1[cH:24][cH:25][c:26]([C:29]([CH3:30])=[O:31])[cH:27][cH:28]1)[CH3:32].[CH2:33]1[O:34][CH2:35][CH2:36][CH2:37]1.[CH3:1][CH2:2][O:3][C:4](=[O:5])[CH2:6][P:7]([O:8][CH2:9][CH3:10])([O:11][CH2:12][CH3:13])=[O:14].[H-:15].[Na+:16]>>[CH3:1][CH2:2][O:3][C:4](=[O:5])[CH:6]=[C:29]([c:26]1[cH:25][cH:24][c:23]([CH2:22][CH:21]([NH:20][C:17]([CH3:18])=[O:19])[CH3:32])[cH:28][cH:27]1)[CH3:30].